From a dataset of the Open Reaction Database (ORD), a public repository of structured organic reaction records. describe an organic reaction: reactants, conditions, products, and yield Reactants: CCCOC(C)Oc1ccc(OB([O-])[O-])cc1, O=C([O-])[O-], C=CCN1CCC(C(=O)OC)=Cc2cc(Br)ccc21, CCO, Cc1ccccc1, [K+], [K+], O. Yields the product C=CCN1CCC(C(=O)OC)=Cc2cc(-c3ccc(OC(C)OCCC)cc3)ccc21. RXN SMILES: [B:23]([O-:24])([O-:38])[O:39][c:25]1[cH:26][cH:27][c:28]([O:31][CH:32]([CH3:33])[O:34][CH2:35][CH2:36][CH3:37])[cH:29][cH:30]1.[C:40](=[O:41])([O-:42])[O-:43].[CH2:4]([CH:5]=[CH2:6])[N:7]1[CH2:8][CH2:9][C:10]([C:19](=[O:20])[O:21][CH3:22])=[CH:11][c:12]2[c:13]1[cH:14][cH:15][c:16]([Br:18])[cH:17]2.[CH3:1][CH2:2][OH:3].[CH3:46][c:47]1[cH:48][cH:49][cH:50][cH:51][cH:52]1.[K+:44].[K+:45].[OH2:53]>>[CH2:4]([CH:5]=[CH2:6])[N:7]1[CH2:8][CH2:9][C:10]([C:19](=[O:20])[O:21][CH3:22])=[CH:11][c:12]2[c:13]1[cH:14][cH:15][c:16](-[c:25]1[cH:26][cH:27][c:28]([O:31][CH:32]([CH3:33])[O:34][CH2:35][CH2:36][CH3:37])[cH:29][cH:30]1)[cH:17]2. Starting materials: [BH3-]C#N, CNC, CO, O=C1Cc2ccc(Cl)cc2C1, Cl, Cl, [Na+]. The product is CN(C)C1Cc2ccc(Cl)cc2C1. Reaction SMILES: [C:12]([BH3-:13])#[N:14].[CH3:17][NH:18][CH3:19].[CH3:21][OH:22].[Cl:1][c:2]1[cH:3][c:4]2[c:8]([cH:9][cH:10]1)[CH2:7][C:6](=[O:11])[CH2:5]2.[ClH:16].[ClH:20].[Na+:15]>>[Cl:1][c:2]1[cH:3][c:4]2[c:8]([cH:9][cH:10]1)[CH2:7][CH:6]([N:18]([CH3:17])[CH3:19])[CH2:5]2. Starting materials: CCN1CCOCC1, ClCCCl, COc1ccc(S(=O)(=O)NCCC(=O)O)cc1, CCOC(CN(C(=O)C(N)Cc1ccc(Cl)cc1)C(C)C)OCC, CN(C)C=O, On1nnc2ccccc21. The product is CCOC(CN(C(=O)C(Cc1ccc(Cl)cc1)NC(=O)CCNS(=O)(=O)c1ccc(OC)cc1)C(C)C)OCC. As a reaction SMILES: [CH2:11]([N:12]1[CH2:13][CH2:14][O:15][CH2:16][CH2:17]1)[CH3:18].[CH2:65]([Cl:66])[CH2:67][Cl:68].[CH3:19][O:20][c:21]1[cH:22][cH:23][c:24]([S:27](=[O:28])(=[O:29])[NH:30][CH2:31][CH2:32][C:33](=[O:34])[OH:35])[cH:25][cH:26]1.[NH2:36][CH:37]([C:38](=[O:39])[N:40]([CH:41]([CH3:42])[CH3:43])[CH2:44][CH:45]([O:46][CH2:47][CH3:48])[O:49][CH2:50][CH3:51])[CH2:52][c:53]1[cH:54][cH:55][c:56]([Cl:59])[cH:57][cH:58]1.[O:60]=[CH:61][N:62]([CH3:63])[CH3:64].[OH:1][n:2]1[c:3]2[c:4]([cH:5][cH:6][cH:7][cH:8]2)[n:9][n:10]1>>[CH3:19][O:20][c:21]1[cH:22][cH:23][c:24]([S:27](=[O:28])(=[O:29])[NH:30][CH2:31][CH2:32][C:33](=[O:35])[NH:36][CH:37]([C:38](=[O:39])[N:40]([CH:41]([CH3:42])[CH3:43])[CH2:44][CH:45]([O:46][CH2:47][CH3:48])[O:49][CH2:50][CH3:51])[CH2:52][c:53]2[cH:54][cH:55][c:56]([Cl:59])[cH:57][cH:58]2)[cH:25][cH:26]1. Yields the product CC(C(O)=S)c1cc(C(C)(C)C)c(O)c(C(C)(C)C)c1. Reactants: COC(=S)C(C)c1cc(C(C)(C)C)c(O)c(C(C)(C)C)c1, Cl, [K+], C1CCOC1, [OH-], O. RXN SMILES: [C:3]([CH3:4])([CH3:5])([CH3:6])[c:7]1[cH:8][c:9]([CH:18]([C:19](=[S:20])[O:21][CH3:22])[CH3:23])[cH:10][c:11]([C:14]([CH3:15])([CH3:16])[CH3:17])[c:12]1[OH:13].[ClH:24].[K+:2].[O:26]1[CH2:27][CH2:28][CH2:29][CH2:30]1.[OH-:1].[OH2:25]>>[C:3]([CH3:4])([CH3:5])([CH3:6])[c:7]1[cH:8][c:9]([CH:18]([C:19](=[S:20])[OH:21])[CH3:23])[cH:10][c:11]([C:14]([CH3:15])([CH3:16])[CH3:17])[c:12]1[OH:13]. Isolated yield 86.7%. Starting materials: C(C)(C)(C)C=1C=C(C=CC1O)Br (3-tert-butyl-4-hydroxybromobenzene), ICCC (1-iodopropane). Product: C(C)(C)(C)C=1C=C(C=CC1OCCC)Br (3-tert-butyl-4-propyloxybromobenzene). Procedure: Following the basic procedure of Example 46(a), by reacting 4.58 g (0.02 mol) of 3-tert-butyl-4-hydroxybromobenzene with 2.2 ml (0.022 mol) of 1-iodopropane, 4.7 g (87%) of 3-tert-butyl-4-propyloxybromobenzene were obtained in the form of a colorless oil. Reaction SMILES: [C:1]([C:5]1[CH:6]=[C:7]([Br:12])[CH:8]=[CH:9][C:10]=1[OH:11])([CH3:4])([CH3:3])[CH3:2].I[CH2:14][CH2:15][CH3:16]>>[C:1]([C:5]1[CH:6]=[C:7]([Br:12])[CH:8]=[CH:9][C:10]=1[O:11][CH2:14][CH2:15][CH3:16])([CH3:4])([CH3:2])[CH3:3]. The reactants are C(C)N(C(C)C)C(C)C (N-ethyldiisopropylamine), C(C=C)Br (allyl bromide), NCC1=NOC(=N1)C=1N=CN2C1[C@H]1N(C(C3=C2C=CS3)=O)CCC1 ((S)-1-(3-aminomethyl-1,2,4-oxadiazol-5-yl)-10,11,12,12a-tetrahydro-8H-imidazo[5,1-c]pyrrolo[1,2-a]thieno[3,2-e][1,4]diazepin-8-one), C(Cl)Cl (methylene chloride), C(Cl)Cl (methylene chloride). Conditions: time 20 hour. Yields the product C(C=C)N(CC=C)CC1(N=CNO1)C=1N=CN2C1[C@H]1N(C(C3=C2C=CS3)=O)CCC1 ((S)-1-(5-diallylaminomethyl-1,2,4-oxadiazol-5-yl)-10,11,12,12a-tetrahydro-8H-imidazo[5,1-c]pyrrolo[1,2-a]thieno[3,2-e][1,4]diazepin-8-one). Yield: 82.0%. RXN SMILES: C([N:3]([CH:7]([CH3:9])C)[CH:4](C)C)C.[CH2:10](Br)[CH:11]=[CH2:12].NC[C:16]1[N:20]=[C:19]([C:21]2[N:22]=[CH:23][N:24]3[C:30]4[CH:31]=[CH:32][S:33][C:29]=4[C:28](=[O:34])[N:27]4[CH2:35][CH2:36][CH2:37][C@H:26]4[C:25]=23)[O:18][N:17]=1.[CH2:38](Cl)Cl>>[CH2:10]([N:3]([CH2:4][C:19]1([C:21]2[N:22]=[CH:23][N:24]3[C:30]4[CH:31]=[CH:32][S:33][C:29]=4[C:28](=[O:34])[N:27]4[CH2:35][CH2:36][CH2:37][C@H:26]4[C:25]=23)[O:18][NH:17][CH:16]=[N:20]1)[CH2:7][CH:9]=[CH2:38])[CH:11]=[CH2:12]. Procedure: 2.4 ml (13.8 mmol) of N-ethyldiisopropylamine and 0.67 ml (8 mmol) of allyl bromide were added to a solution of 685 mg (2 mmol) of (S)-1-(3-aminomethyl-1,2,4-oxadiazol-5-yl)-10,11,12,12a-tetrahydro-8H-imidazo[5,1-c]pyrrolo[1,2-a]thieno[3,2-e][1,4]diazepin-8-one in 20 ml of methylene chloride and the mixture was stirred at room temperature for 20 hours. The reaction solution was subsequently diluted with methylene chloride and washed three times with water. The organic phases were dried over magn... As a reaction SMILES: [CH3:16][OH:17].[CH3:1][C:2]1([CH3:15])[NH:3][C:4](=[O:14])[c:5]2[c:6]([N+:11]([O-:12])=[O:13])[cH:7][cH:8][cH:9][c:10]21>>[CH3:1][C:2]1([CH3:15])[NH:3][C:4](=[O:14])[c:5]2[c:6]([NH2:11])[cH:7][cH:8][cH:9][c:10]21. Reactants: CO, CC1(C)NC(=O)c2c([N+](=O)[O-])cccc21. The product is CC1(C)NC(=O)c2c(N)cccc21. Starting materials: C(C)N(CC)CC1=C(C(=C2C(=N1)SC1=CN=CC=C12)C1=CC(=C(C=C1)OC(C)C)OC)C(=O)OCC (ethyl 2-diethylaminomethyl-4-(4-isopropoxy-3-methoxyphenyl)thieno[2,3-b:5,4-c']dipyridine-3-carboxylate), ice water. The reagents and catalysts are [Ti](Cl)(Cl)(Cl)Cl (Titanium tetrachloride). Solvent: ClCCl (dichloromethane). Conditions: temperature 0 celsius, time 1.5 hour. The product is C(C)N(CC)CC1=C(C(=C2C(=N1)SC1=CN=CC=C12)C1=CC(=C(C=C1)O)OC)C(=O)OCC (ethyl 2-diethylaminomethyl-4-(4-hydroxy-3-methoxyphenyl)thieno[2,3-b:5,4-c']dipyridine-3-carboxylate). Yield: 44.7%. As a reaction SMILES: [CH2:1]([N:3]([CH2:6][C:7]1[N:12]=[C:11]2[S:13][C:14]3[C:19]([C:10]2=[C:9]([C:20]2[CH:25]=[CH:24][C:23]([O:26]C(C)C)=[C:22]([O:30][CH3:31])[CH:21]=2)[C:8]=1[C:32]([O:34][CH2:35][CH3:36])=[O:33])=[CH:18][CH:17]=[N:16][CH:15]=3)[CH2:4][CH3:5])[CH3:2]>ClCCl.[Ti](Cl)(Cl)(Cl)Cl>[CH2:1]([N:3]([CH2:6][C:7]1[N:12]=[C:11]2[S:13][C:14]3[C:19]([C:10]2=[C:9]([C:20]2[CH:25]=[CH:24][C:23]([OH:26])=[C:22]([O:30][CH3:31])[CH:21]=2)[C:8]=1[C:32]([O:34][CH2:35][CH3:36])=[O:33])=[CH:18][CH:17]=[N:16][CH:15]=3)[CH2:4][CH3:5])[CH3:2]. Procedure: Titanium tetrachloride (0.85 ml) was added dropwise to a solution of the compound (1.0 g) obtained in Example 50A in dichloromethane (35 ml) under ice-cooling, and the mixture was stirred at 0° C. for 1.5 hours. The reaction mixture was poured over ice-water, and the mixture was extracted with dichloromethane. The dichloromethane layer was washed successively with an aqueous saturated solution of sodium bicarbonate and water, dried (MgSO4) and concentrated under reduced pressure. The residue was...